From a dataset of the Open Reaction Database (ORD), a public repository of structured organic reaction records. describe an organic reaction: reactants, conditions, products, and yield The reactants are CCOC(=O)N1CCN(C(=O)C(CC(=O)OC(C)(C)C)NC(=O)c2cc(OCC(=O)N3CCCC3C(=O)OCc3ccccc3)n(-c3ccccc3)n2)CC1, CCOC(C)=O, [H][H]. The product is CCOC(=O)N1CCN(C(=O)C(CC(=O)OC(C)(C)C)NC(=O)c2cc(OCC(=O)N3CCCC3C(=O)O)n(-c3ccccc3)n2)CC1. Reaction SMILES: [CH2:1]([CH3:2])[O:3][C:4](=[O:5])[N:6]1[CH2:7][CH2:8][N:9]([C:12]([CH:13]([CH2:14][C:15](=[O:16])[O:17][C:18]([CH3:19])([CH3:20])[CH3:21])[NH:22][C:23](=[O:24])[c:25]2[n:26][n:27](-[c:49]3[cH:50][cH:51][cH:52][cH:53][cH:54]3)[c:28]([O:30][CH2:31][C:32](=[O:33])[N:34]3[CH:35]([C:39](=[O:40])[O:41][CH2:42][c:43]4[cH:44][cH:45][cH:46][cH:47][cH:48]4)[CH2:36][CH2:37][CH2:38]3)[cH:29]2)=[O:55])[CH2:10][CH2:11]1.[CH3:58][CH2:59][O:60][C:61](=[O:62])[CH3:63].[H:56][H:57]>>[CH2:1]([CH3:2])[O:3][C:4](=[O:5])[N:6]1[CH2:7][CH2:8][N:9]([C:12]([CH:13]([CH2:14][C:15](=[O:16])[O:17][C:18]([CH3:19])([CH3:20])[CH3:21])[NH:22][C:23](=[O:24])[c:25]2[n:26][n:27](-[c:49]3[cH:50][cH:51][cH:52][cH:53][cH:54]3)[c:28]([O:30][CH2:31][C:32](=[O:33])[N:34]3[CH:35]([C:39](=[O:40])[OH:41])[CH2:36][CH2:37][CH2:38]3)[cH:29]2)=[O:55])[CH2:10][CH2:11]1. Reactants: Cl.CON (O-methylhydroxylamine hydrochloride), C(C)(=O)[O-].[Na+] (sodium acetate), ClC=1C=C(NC=2C3=C(N=CN2)NC(=C3)C=O)C=CC1 (4-(3-chloroanilino)-6-formyl-7H-pyrrolo[2,3-d]pyrimidine). The solvent is O (water), CO (methanol). Conditions: time 4 hour. Product: CON=CC1=CC2=C(N=CN=C2NC2=CC(=CC=C2)Cl)N1 (4-(3-Chloroanilino)-7H-pyrrolo[2,3-d]pyrimidine-6-carbaldehyde O-methyl oxime). Reaction SMILES: Cl.[CH3:2][O:3][NH2:4].C([O-])(=O)C.[Na+].[Cl:10][C:11]1[CH:12]=[C:13]([CH:26]=[CH:27][CH:28]=1)[NH:14][C:15]1[C:16]2[CH:23]=[C:22]([CH:24]=O)[NH:21][C:17]=2[N:18]=[CH:19][N:20]=1>O.CO>[CH3:2][O:3][N:4]=[CH:24][C:22]1[NH:21][C:17]2[N:18]=[CH:19][N:20]=[C:15]([NH:14][C:13]3[CH:26]=[CH:27][CH:28]=[C:11]([Cl:10])[CH:12]=3)[C:16]=2[CH:23]=1 |f:0.1,2.3|. Procedure: 69.3 mg (0.83 mmol) of O-methylhydroxylamine hydrochloride and 69.3 mg (0.845 mmol) of sodium acetate in 1 ml of water are added to 163.3 mg (0.5 mmol) of 4-(3-chloroanilino)-6-formyl-7H-pyrrolo[2,3-d]pyrimidine (stage1.6) in 1 ml of methanol. The suspension is heated to boiling for 4 h, cooled and filtered, and the residue is washed with water/isopropanol and finally diethyl ether. 4-(3-Chloroanilino)-7H-pyrrolo[2,3-d]pyrimidine-6-carbaldehyde O-methyl oxime is obtained; HPLC: tRet(Grad20)=11.3... Reactants: Cl.COC1=CC=CC2=C1OC1=CC=CC=C1C21CCNCC1 (4-methoxyxanthene-9-spiro-4'-piperidine hydrochloride), Br (hydrobromic acid), C([O-])(O)=O.[Na+] (sodium bicarbonate). The solvent is C(C)(=O)O (acetic acid), O (water). Product: CN1CCC2(CC1)C1=CC=CC=C1OC=1C(=CC=CC12)O (1'-methyl-4-hydroxyxanthene-9-spiro-4'-piperidine). Reaction SMILES: Cl.C[O:3][C:4]1[C:9]2[O:10][C:11]3[C:16]([C:17]4([CH2:22][CH2:21][NH:20][CH2:19][CH2:18]4)[C:8]=2[CH:7]=[CH:6][CH:5]=1)=[CH:15][CH:14]=[CH:13][CH:12]=3.Br.[C:24](=O)(O)[O-].[Na+]>C(O)(=O)C.O>[CH3:24][N:20]1[CH2:19][CH2:18][C:17]2([C:8]3[CH:7]=[CH:6][CH:5]=[C:4]([OH:3])[C:9]=3[O:10][C:11]3[C:16]2=[CH:15][CH:14]=[CH:13][CH:12]=3)[CH2:22][CH2:21]1 |f:0.1,3.4|. Procedure: 1'-Methyl)-4-methoxyxanthene-9-spiro-4'-piperidine hydrochloride (1.0 g.) in a solution of 45% w/v hydrobromic acid in glacial acetic acid (10 ml.) is heated under reflux for 2 hours. The solution is basified with sodium bicarbonate, diluted with water and extracted with chloroform. The chloroform extract is washed with water, dried over MgSO4, and evaporated to dryness. The residue is recrystallised from toluene-petroleum ether (b.p. 60°-80° C.) to give 1'-methyl-4-hydroxyxanthene-9-spiro-4'-pi... The reactants are N#CC1(c2ccc(OCc3ccc(F)cc3)c(OC3CCCC3)c2)CCC(=O)CC1, Cl, NO, c1ccncc1. Product: N#CC1(c2ccc(OCc3ccc(F)cc3)c(OC3CCCC3)c2)CCC(=NO)CC1. As a reaction SMILES: [C:1](#[N:2])[C:3]1([c:10]2[cH:11][c:12]([O:25][CH:26]3[CH2:27][CH2:28][CH2:29][CH2:30]3)[c:13]([O:16][CH2:17][c:18]3[cH:19][cH:20][c:21]([F:24])[cH:22][cH:23]3)[cH:14][cH:15]2)[CH2:4][CH2:5][C:6](=[O:9])[CH2:7][CH2:8]1.[ClH:31].[NH2:32][OH:33].[cH:34]1[cH:35][cH:36][n:37][cH:38][cH:39]1>>[C:1](#[N:2])[C:3]1([c:10]2[cH:11][c:12]([O:25][CH:26]3[CH2:27][CH2:28][CH2:29][CH2:30]3)[c:13]([O:16][CH2:17][c:18]3[cH:19][cH:20][c:21]([F:24])[cH:22][cH:23]3)[cH:14][cH:15]2)[CH2:4][CH2:5][C:6](=[N:32][OH:33])[CH2:7][CH2:8]1.